This data is from the Open Reaction Database (ORD), a public repository of structured organic reaction records. The task is: describe an organic reaction: reactants, conditions, products, and yield Reactants: C(C)(C)(C)[Si](OC[C@H](C(=O)OC)C)(C1=CC=CC=C1)C1=CC=CC=C1 (Methyl (R)-3-(tert-butyl-diphenyl-silanyloxy)-2-methyl-propionate), [OH-].[Na+] (sodium hydroxide). Solvent: O1C(CCC1)CO (tetrahydrofuran-methanol). Yields the product C(C)(C)(C)[Si](OC[C@H](C(=O)O)C)(C1=CC=CC=C1)C1=CC=CC=C1 ((R)-3-(tert-butyl-diphenyl-silanyloxy)-2-methylpropionic acid). Reaction SMILES: [C:1]([Si:5]([C:20]1[CH:25]=[CH:24][CH:23]=[CH:22][CH:21]=1)([C:14]1[CH:19]=[CH:18][CH:17]=[CH:16][CH:15]=1)[O:6][CH2:7][C@@H:8]([CH3:13])[C:9]([O:11]C)=[O:10])([CH3:4])([CH3:3])[CH3:2].[OH-].[Na+]>O1CCCC1CO>[C:1]([Si:5]([C:14]1[CH:19]=[CH:18][CH:17]=[CH:16][CH:15]=1)([C:20]1[CH:25]=[CH:24][CH:23]=[CH:22][CH:21]=1)[O:6][CH2:7][C@@H:8]([CH3:13])[C:9]([OH:11])=[O:10])([CH3:2])([CH3:3])[CH3:4] |f:1.2|. Reported procedure: Methyl (R)-3-(tert-butyl-diphenyl-silanyloxy)-2-methyl-propionate (2.42 g, 7.05 mmol) was dissolved in 3:1 tetrahydrofuran-methanol (24 mL) and saponified with aqueous sodium hydroxide (1.0 N, 7.9 mL, 7.90 mmol) at 40° C. for 3 hours and then overnight at ambient temperature. The reaction mixture was concentrated. The residue was dissolved in ethyl acetate and then acidified with 1.0 N aqueous hydrochloric acid (˜8 mL). The organic phase was washed with brine (3×), dried over anhydrous sodium su... Starting materials: C(C)N(CC)S(F)(F)F (Diethylaminosulfur trifluoride), BrC=1C=C(C=CC1OC)C1(CC1)O[Si](C)(C)C ([1-(3-bromo-4-methoxyphenyl)cyclopropyloxy]trimethylsilane). The solvent is ClCCl (dichloromethane), O (water). Run at time 2.5 hour. The product is BrC1=C(C=CC(=C1)C1(CC1)F)OC (2-bromo-4-(1-fluorocyclopropyl)-1-methoxybenzene). Reaction SMILES: C(N(S(F)(F)[F:7])CC)C.[Br:10][C:11]1[CH:12]=[C:13]([C:19]2(O[Si](C)(C)C)[CH2:21][CH2:20]2)[CH:14]=[CH:15][C:16]=1[O:17][CH3:18]>ClCCl.O>[Br:10][C:11]1[CH:12]=[C:13]([C:19]2([F:7])[CH2:21][CH2:20]2)[CH:14]=[CH:15][C:16]=1[O:17][CH3:18]. Procedure details: Diethylaminosulfur trifluoride (2.4 ml) was added to a solution of [1-(3-bromo-4-methoxyphenyl)cyclopropyloxy]trimethylsilane (3.84 g) in dichloromethane (68 ml). The reaction mixture was stirred at room temperature for 2.5 hours. The reaction mixture was diluted with water and extracted with ethyl acetate. The organic layer was washed with brine and dried over anhydrous magnesium sulfate. The filtrate was concentrated under reduced pressure and the residue was purified by silica gel column chro... Starting materials: CC(=O)O[BH-](OC(C)=O)OC(C)=O, O=C([O-])O, CCOC(C)=O, ClCCl, Cl, [Na+], [Na+], O=Cc1ccc[nH]c1=O, OC1(C#Cc2ccccc2F)CCNCC1. Yields the product O=c1[nH]cccc1CN1CCC(O)(C#Cc2ccccc2F)CC1. As a reaction SMILES: [C:27]([O:28][BH-:29]([O:30][C:31](=[O:32])[CH3:33])[O:34][C:35](=[O:36])[CH3:37])(=[O:38])[CH3:39].[C:41](=[O:42])([OH:43])[O-:44].[CH3:46][CH2:47][O:48][C:49](=[O:50])[CH3:51].[Cl:52][CH2:53][Cl:54].[ClH:1].[Na+:40].[Na+:45].[O:18]=[c:19]1[nH:20][cH:21][cH:22][cH:23][c:24]1[CH:25]=[O:26].[OH:2][C:3]1([C:9]#[C:10][c:11]2[c:12]([F:17])[cH:13][cH:14][cH:15][cH:16]2)[CH2:4][CH2:5][NH:6][CH2:7][CH2:8]1>>[OH:2][C:3]1([C:9]#[C:10][c:11]2[c:12]([F:17])[cH:13][cH:14][cH:15][cH:16]2)[CH2:4][CH2:5][N:6]([CH2:25][c:24]2[c:19](=[O:18])[nH:20][cH:21][cH:22][cH:23]2)[CH2:7][CH2:8]1. Starting materials: ClCC(=O)N1C=2N(C(=CC1)C1=CC=CC=C1)N=CC2C#N (4-(chloroacetyl)-4,5-dihydro-7-phenylpyrazolo[1,5-a]pyrimidine-3-carbonitrile), COC=1C=C(CN2CCNCC2)C=CC1 (3-methoxybenzyl piperazine), C([O-])([O-])=O.[Na+].[Na+] (sodium carbonate). The solvent is C1(=CC=CC=C1)C (toluene). Product: COC=1C=C(C=CC1)CN1CCN(CC1)CC(=O)N1C=2N(C(=CC1)C1=CC=CC=C1)N=CC2C#N (4,5-Dihydro-4-[[4-[(3-methoxyphenyl)methyl]-1-piperazinyl]acetyl]-7-phenylpyrazolo[1,5-a]pyrimidine-3-carbonitrile). Yield: 25.2%. RXN SMILES: Cl[CH2:2][C:3]([N:5]1[CH2:10][CH:9]=[C:8]([C:11]2[CH:16]=[CH:15][CH:14]=[CH:13][CH:12]=2)[N:7]2[N:17]=[CH:18][C:19]([C:20]#[N:21])=[C:6]12)=[O:4].[CH3:22][O:23][C:24]1[CH:25]=[C:26]([CH:34]=[CH:35][CH:36]=1)[CH2:27][N:28]1[CH2:33][CH2:32][NH:31][CH2:30][CH2:29]1.C(=O)([O-])[O-].[Na+].[Na+]>C1(C)C=CC=CC=1>[CH3:22][O:23][C:24]1[CH:25]=[C:26]([CH2:27][N:28]2[CH2:33][CH2:32][N:31]([CH2:2][C:3]([N:5]3[CH2:10][CH:9]=[C:8]([C:11]4[CH:16]=[CH:15][CH:14]=[CH:13][CH:12]=4)[N:7]4[N:17]=[CH:18][C:19]([C:20]#[N:21])=[C:6]34)=[O:4])[CH2:30][CH2:29]2)[CH:34]=[CH:35][CH:36]=1 |f:2.3.4|. Procedure details: A mixture of 3.8 g of 4-(chloroacetyl)-4,5-dihydro-7-phenylpyrazolo[1,5-a]pyrimidine-3-carbonitrile, 2.9 g of 3-methoxybenzyl piperazine and 1.6 g of sodium carbonate in 165 ml of toluene was reacted as described in Example 146. The product was recrystallized from isopropanol, giving 1.5 g of the desired product, mp 98°-100° C.